Dataset: the Open Reaction Database (ORD), a public repository of structured organic reaction records. Task: describe an organic reaction: reactants, conditions, products, and yield Yields the product BrC=1C=CC(=NC1)CC (5-Bromo-2-ethylpyridine). Reagents/catalysts: [Cl-].[Zn+2].[Cl-] (zinc chloride). Starting materials: BrC1=NC=C(C=C1)Br (2,5-dibromopyridine), Tetrakis-(triphenylphosphine)palladium(0), C(C)[Mg]Cl (ethylmagnesium chloride), C(CN(CC(=O)O)CC(=O)O)N(CC(=O)O)CC(=O)O (ethylenediamine-tetraacetic acid), [Na][Na] (disodium). Yield: 57.3%. The solvent is C1CCOC1 (THF), C1CCOC1 (THF), O (water). Reported procedure: A solution of ethylmagnesium chloride (2M in diethyl ether, 21.1 ml, 42.2 mmol) was added to dry THF (75 ml) and then treated with zinc chloride solution (1.0M in diethyl ether, 42.2 ml, 42.2 mmol). The suspension was stirred for 30 minutes at room temperature and was then cooled in ice. Tetrakis-(triphenylphosphine)palladium(0) (0.5 g) was added to the suspension followed by a solution of 2,5-dibromopyridine (5.0 g, 21.1 mmol) in THF (25 ml). The mixture was stirred at 5° C. for 5 hours and the... Reaction conditions: time 30 minute. As a reaction SMILES: [CH2:1]([Mg]Cl)[CH3:2].Br[C:6]1[CH:11]=[CH:10][C:9]([Br:12])=[CH:8][N:7]=1.C(N(CC(O)=O)CC(O)=O)CN(CC(O)=O)CC(O)=O.[Na][Na]>C1COCC1.O.[Cl-].[Zn+2].[Cl-]>[Br:12][C:9]1[CH:10]=[CH:11][C:6]([CH2:1][CH3:2])=[N:7][CH:8]=1 |f:6.7.8|. Reactants: O,O'-bis(3,4-dimethylbenzoyl)-L-tartaric anhydride, CC=1C=C(C(=O)OC([C@H](O)[C@@H](O)C(=O)OC(C2=CC(=C(C=C2)C)C)=O)=O)C=CC1C (O,O'-bis(3,4-dimethylbenzoyl)-L-tartaric acid), O (water). Solvent: C1(=CC=CC=C1)C (toluene). Conditions: temperature 63 celsius, time 1 hour. The product is O.CC=1C=C(C(=O)OC([C@@H](O)[C@H](O)C(=O)OC(C2=CC(=C(C=C2)C)C)=O)=O)C=CC1C (O,O'-bis(3,4-dimethylbenzoyl)-D-tartaric acid hydrate). The yield is 95.9%. Reaction SMILES: O.[CH3:2][C:3]1[CH:4]=[C:5]([CH:28]=[CH:29][C:30]=1[CH3:31])[C:6]([O:8][C:9](=[O:27])[C@@H:10]([C@H:12]([C:14]([O:16][C:17](=[O:26])[C:18]1[CH:23]=[CH:22][C:21]([CH3:24])=[C:20]([CH3:25])[CH:19]=1)=[O:15])[OH:13])[OH:11])=[O:7]>C1(C)C=CC=CC=1>[OH2:7].[CH3:2][C:3]1[CH:4]=[C:5]([CH:28]=[CH:29][C:30]=1[CH3:31])[C:6]([O:8][C:9](=[O:27])[C@H:10]([C@@H:12]([C:14]([O:16][C:17](=[O:26])[C:18]1[CH:23]=[CH:22][C:21]([CH3:24])=[C:20]([CH3:25])[CH:19]=1)=[O:15])[OH:13])[OH:11])=[O:7] |f:3.4|. Reported procedure: To the reaction vessel employed in Example 30, 50 g of O,O'-bis(3,4-dimethylbenzoyl)-L-tartaric anhydride and 150 g of water were supplied and the mixture was stirred at 90°-95° C. for 1 hour to carry out hydrolysis. After cooling the reaction mixture to 63° C., 5 g of toluene and 0.1 g of seed crystal of O,O'-bis(3,4-dimethylbenzoyl)-L-tartaric acid were added and the mixture was slowly cooled. Since oily product began to crystalize at 60° C., the mixture was stirred for 1 hour at this temperat... Reactants: ClC(=O)OCCCCCl (4-chlorobutyl chloroformate), CCNC(=O)CCC/C=C\C[C@H]1[C@H](C[C@H]([C@@H]1/C=C/[C@H](CCC=2C=CC=CC2)O)O)O (bimatoprost), 11-acylated chloride. Reagents/catalysts: CN(C)C=1C=CN=CC1 (DMAP). Run in C(Cl)Cl (DCM), C(Cl)Cl (DCM). Run at time 3 day. Product: C(OCCCCCl)(OC1[C@@H]([C@H](C(C1)O)C\C=C/CCCC(=O)NCC)\C=C\[C@H](CCC1=CC=CC=C1)O)=O (4-Chlorobutyl (2R,3R)-3-[(2Z)-7-(Ethylamino)-7-oxohept-2-en-1-yl]-4-hydroxy-2-[(1E,3S)-3-hydroxy-5-phenylpent-1-en-1-yl]cyclopentyl Carbonate). Reaction SMILES: [CH3:1][CH2:2][NH:3][C:4]([CH2:6][CH2:7][CH2:8]/[CH:9]=[CH:10]\[CH2:11][C@@H:12]1[C@@H:16](/[CH:17]=[CH:18]/[C@@H:19]([OH:28])[CH2:20][CH2:21][C:22]2[CH:23]=[CH:24][CH:25]=[CH:26][CH:27]=2)[C@H:15]([OH:29])[CH2:14][C@@H:13]1[OH:30])=[O:5].Cl[C:32]([O:34][CH2:35][CH2:36][CH2:37][CH2:38][Cl:39])=[O:33]>C(Cl)Cl.CN(C1C=CN=CC=1)C>[C:32](=[O:33])([O:29][CH:15]1[CH2:14][CH:13]([OH:30])[C@H:12]([CH2:11]/[CH:10]=[CH:9]\[CH2:8][CH2:7][CH2:6][C:4]([NH:3][CH2:2][CH3:1])=[O:5])[C@H:16]1/[CH:17]=[CH:18]/[C@@H:19]([OH:28])[CH2:20][CH2:21][C:22]1[CH:23]=[CH:24][CH:25]=[CH:26][CH:27]=1)[O:34][CH2:35][CH2:36][CH2:37][CH2:38][Cl:39]. Procedure details: To a solution of bimatoprost (Cayman Chemicals 16820, Lot 188757; 123 mg, 0.30 mmol) in DCM (3 mL) at 0° C. was added DMAP (39 mg, 0.31 mmol) followed by the slow addition of 4-chlorobutyl chloroformate (43 uL, 0.31 mmol). After 3 days at ambient temperature, the mixture was diluted with DCM and washed with water (1×) and brine (1×). The DCM layer was dried over anhydrous sodium sulfate and concentrated under reduced pressure. The crude mixture of regioisomers and diacylated products was submitt... Reactants: CCOCC, Cc1c(C(=O)NC(C)(C)CO)cccc1[N+](=O)[O-], O=S(Cl)Cl. The product is Cc1c(C2=NC(C)(C)CO2)cccc1[N+](=O)[O-]. As a reaction SMILES: [CH2:23]([O:24][CH2:25][CH3:26])[CH3:27].[OH:5][CH2:6][C:7]([CH3:8])([CH3:9])[NH:10][C:11]([c:12]1[c:13]([CH3:21])[c:14]([N+:18](=[O:19])[O-:20])[cH:15][cH:16][cH:17]1)=[O:22].[S:1]([Cl:2])([Cl:3])=[O:4]>>[CH2:6]1[C:7]([CH3:8])([CH3:9])[N:10]=[C:11]([c:12]2[c:13]([CH3:21])[c:14]([N+:18](=[O:19])[O-:20])[cH:15][cH:16][cH:17]2)[O:22]1. The reactants are CC(C)OB(OC(C)C)OC(C)C, O=C([O-])[O-], [Li]CCCC, C1CCOC1, CO, COc1cccc2ccsc12, Clc1ncc(Cl)c(Cl)n1, ClC(Cl)Cl, [Na+], [Na+], CC(=O)[O-], CC(=O)[O-], [Pd+2]. The product is COc1cccc2cc(-c3nc(Cl)ncc3Cl)sc12. Reaction SMILES: [B:17]([O:18][CH:19]([CH3:20])[CH3:21])([O:22][CH:23]([CH3:24])[CH3:25])[O:26][CH:27]([CH3:28])[CH3:29].[C:30](=[O:31])([O-:32])[O-:33].[CH2:1]([Li:2])[CH2:3][CH2:4][CH3:5].[CH2:45]1[O:46][CH2:47][CH2:48][CH2:49]1.[CH3:63][OH:64].[CH3:6][O:7][c:8]1[cH:9][cH:10][cH:11][c:12]2[c:13]1[s:14][cH:15][cH:16]2.[Cl:36][c:37]1[n:38][cH:39][c:40]([Cl:44])[c:41]([Cl:43])[n:42]1.[Cl:59][CH:60]([Cl:61])[Cl:62].[Na+:34].[Na+:35].[O-:51][C:52]([CH3:53])=[O:54].[O-:55][C:56]([CH3:57])=[O:58].[Pd+2:50]>>[CH3:6][O:7][c:8]1[cH:9][cH:10][cH:11][c:12]2[c:13]1[s:14][c:15](-[c:41]1[c:40]([Cl:44])[cH:39][n:38][c:37]([Cl:36])[n:42]1)[cH:16]2. Starting materials: C(C)(C)(C)[Li] (tert-Butyl lithium), OC(CCCCCCCCCCCC)C=1C=C(OC1)[Si](C)(C)C (4-(1-hydroxytridecyl)-2-trimethylsilylfuran), C1(=CC=CC=C1)CCCC(=O)Cl (4-phenylbutyryl chloride), solution. Solvent: O1CCCC1 (tetrahydrofuran), CCCCC (pentane). Run at time 10 minute. The product is C1(=CC=CC=C1)CCCC(=O)OC(CCCCCCCCCCCC)C=1C=C(OC1)[Si](C)(C)C (4-[1-(4-Phenylbutanoyloxy)tridecyl]2-trimethylsilylfuran). RXN SMILES: C([Li])(C)(C)C.[OH:6][CH:7]([C:20]1[CH:21]=[C:22]([Si:25]([CH3:28])([CH3:27])[CH3:26])[O:23][CH:24]=1)[CH2:8][CH2:9][CH2:10][CH2:11][CH2:12][CH2:13][CH2:14][CH2:15][CH2:16][CH2:17][CH2:18][CH3:19].[C:29]1([CH2:35][CH2:36][CH2:37][C:38](Cl)=[O:39])[CH:34]=[CH:33][CH:32]=[CH:31][CH:30]=1>CCCCC.O1CCCC1>[C:29]1([CH2:35][CH2:36][CH2:37][C:38]([O:6][CH:7]([C:20]2[CH:21]=[C:22]([Si:25]([CH3:28])([CH3:27])[CH3:26])[O:23][CH:24]=2)[CH2:8][CH2:9][CH2:10][CH2:11][CH2:12][CH2:13][CH2:14][CH2:15][CH2:16][CH2:17][CH2:18][CH3:19])=[O:39])[CH:34]=[CH:33][CH:32]=[CH:31][CH:30]=1. Reported procedure: tert-Butyl lithium (a 1.7 M solution in pentane; 0.47 ml, 0.79 mmol) was added dropwise to a solution of 4-(1-hydroxytridecyl)-2-trimethylsilylfuran (256.4 mg, 0.76 mmol), prepared as in Example 38, in tetrahydrofuran (5 ml) at -78 degrees under argon. After 10 minutes, a solution of 4-phenylbutyryl chloride (145 mg, 0.79 mmol) was added. Stirring was continued at room temperature for 2 days and the mixture was quenched with water. Extraction and evaporation of the dried (magnesium sulphate) ext... Starting materials: O=C(CCCl)c1ccc(Br)cc1, CCOP(C)OCC, Cc1ccccc1. The product is CCOP(C)(=O)CCC(=O)c1ccc(Br)cc1. Reaction SMILES: [Br:1][c:2]1[cH:3][cH:4][c:5]([C:8]([CH2:9][CH2:10][Cl:11])=[O:12])[cH:6][cH:7]1.[CH3:13][P:14]([O:15][CH2:16][CH3:17])[O:18][CH2:19][CH3:20].[CH3:21][c:22]1[cH:23][cH:24][cH:25][cH:26][cH:27]1>>[Br:1][c:2]1[cH:3][cH:4][c:5]([C:8]([CH2:9][CH2:10][P:14]([CH3:13])([O:15][CH2:16][CH3:17])=[O:18])=[O:12])[cH:6][cH:7]1. The reactants are C1(=CC=CS1)C(=O)C1C(NC2=CC=C(C=C12)Cl)=O (3-(2-thenoyl)-5-chloro-2-oxindole), ClS(=O)(=O)N=C=O (chlorosulfonyl isocyanate). Solvent: C(C)#N (acetonitrile). The product is ClS(=O)(=O)NC(=O)N1C(C(C2=CC(=CC=C12)Cl)C(C1=CC=CS1)=O)=O (N-chlorosulfonyl-3-(2-thenoyl)-5-chloro-2-oxindole-1-carboxamide). As a reaction SMILES: [C:1]1([C:6]([CH:8]2[C:16]3[C:11](=[CH:12][CH:13]=[C:14]([Cl:17])[CH:15]=3)[NH:10][C:9]2=[O:18])=[O:7])[S:5][CH:4]=[CH:3][CH:2]=1.[Cl:19][S:20]([N:23]=[C:24]=[O:25])(=[O:22])=[O:21]>C(#N)C>[Cl:19][S:20]([NH:23][C:24]([N:10]1[C:11]2[C:16](=[CH:15][C:14]([Cl:17])=[CH:13][CH:12]=2)[CH:8]([C:6](=[O:7])[C:1]2[S:5][CH:4]=[CH:3][CH:2]=2)[C:9]1=[O:18])=[O:25])(=[O:22])=[O:21]. Procedure: To a stirred slurry of 1.5 g. (5.4 mmole) of 3-(2-thenoyl)-5-chloro-2-oxindole in 15 ml. of dry acetonitrile was added 0.52 ml. (5.9 mmole) of chlorosulfonyl isocyanate, and the reaction mixture was stirred at room temperature for 2 hours. A small sample was removed, filtered and evaporated in vacuo to give a small sample of N-chlorosulfonyl-3-(2-thenoyl)-5-chloro-2-oxindole-1-carboxamide, mp 166°-169° C. To the remainder of the reaction mixture, 30 ml. of water was added slowly with stirring an...